Dataset: the Open Reaction Database (ORD), a public repository of structured organic reaction records. Task: describe an organic reaction: reactants, conditions, products, and yield The reactants are BrCCC1=CC=C(S1)C(=O)OC (Methyl 5-(2-bromoethyl)thiophene-2-carboxylate), S1C(=CC=C1)CC(=O)[O-].[K+] (potassium thiolacetate), CC(=O)C (acetone). Yields the product C(C)(=O)SCCC1=CC=C(S1)C(=O)OC (Methyl 5-[2-(acetylthio)ethyl]thiophene-2-carboxylate). Isolated yield 92.0%. As a reaction SMILES: Br[CH2:2][CH2:3][C:4]1[S:8][C:7]([C:9]([O:11][CH3:12])=[O:10])=[CH:6][CH:5]=1.[S:13]1C=CC=C1CC([O-])=O.[K+].[CH3:23][C:24](C)=[O:25]>>[C:24]([S:13][CH2:2][CH2:3][C:4]1[S:8][C:7]([C:9]([O:11][CH3:12])=[O:10])=[CH:6][CH:5]=1)(=[O:25])[CH3:23] |f:1.2|. Procedure details: A mixture of 6.23 g (25 mmol) of 9c and 5.71 g (50 mmol) of potassium thiolacetate in 100 mL of acetone was heated at reflux for 30 minutes. After cooling to room temperature, the crude reaction mixture was filtered, and the filtrate was concentrated, in vacuo. The residue obtained was partitioned between ether and water (150 mL each). The layers were separated and the aqueous phase was extracted with 100 mL of ether and 100 mL of ethyl acetate. The combined organic extracts were dried over Na2S... Yields the product OC=C1C(CCCCCC1)=O (2-hydroxymethylene-cyclooctanone). As a reaction SMILES: [C:1]1(=[O:9])[CH2:8][CH2:7][CH2:6][CH2:5][CH2:4][CH2:3][CH2:2]1.[CH:10](OCC)=[O:11]>>[OH:11][CH:10]=[C:2]1[CH2:3][CH2:4][CH2:5][CH2:6][CH2:7][CH2:8][C:1]1=[O:9]. Reactants: C1(CCCCCCC1)=O (cyclooctanone), C(=O)OCC (ethyl formate). Procedure details: As in previous examples, 126 g of cyclooctanone, XXVIc, was reacted with ethyl formate to give 95 g (0.62 mol) of 2-hydroxymethylene-cyclooctanone, XXVIIc, bp 87°-92° C (0.4 mm). Starting materials: CNOC, COCC(C)(C)C(=O)O, Cl, [K+], [K+], O=C([O-])[O-], O=S(Cl)Cl. Yields the product COCC(C)(C)C(=O)N(C)OC. Reaction SMILES: [CH3:11][O:12][NH:13][CH3:14].[CH3:1][O:2][CH2:3][C:4]([C:5](=[O:6])[OH:7])([CH3:8])[CH3:9].[ClH:10].[K+:15].[K+:16].[O-:17][C:18]([O-:19])=[O:20].[S:21]([Cl:22])([Cl:23])=[O:24]>>[CH3:1][O:2][CH2:3][C:4]([C:5](=[O:7])[N:13]([O:12][CH3:11])[CH3:14])([CH3:8])[CH3:9]. Starting materials: C1CCNCC1, CN(C)C=O, Cn1ccnc1CN(CCCCC(NC(=O)OCC1c2ccccc2-c2ccccc21)C(=O)O)Cc1nccn1C. The product is Cn1ccnc1CN(CCCCC(N)C(=O)O)Cc1nccn1C. Reaction SMILES: [CH2:1]1[CH2:2][CH2:3][NH:4][CH2:5][CH2:6]1.[O:48]=[CH:49][N:50]([CH3:51])[CH3:52].[cH:7]1[c:8]2[c:20]([cH:21][cH:22][cH:23]1)-[c:15]1[c:14]([cH:19][cH:18][cH:17][cH:16]1)[CH:9]2[CH2:10][O:11][C:12](=[O:13])[NH:24][CH:25]([C:26](=[O:27])[OH:28])[CH2:29][CH2:30][CH2:31][CH2:32][N:33]([CH2:34][c:35]1[n:36]([CH3:40])[cH:37][cH:38][n:39]1)[CH2:41][c:42]1[n:43]([CH3:47])[cH:44][cH:45][n:46]1>>[NH2:24][CH:25]([C:26](=[O:27])[OH:28])[CH2:29][CH2:30][CH2:31][CH2:32][N:33]([CH2:34][c:35]1[n:36]([CH3:40])[cH:37][cH:38][n:39]1)[CH2:41][c:42]1[n:43]([CH3:47])[cH:44][cH:45][n:46]1. Reactants: CCO, O=S(=O)(O)O, CC1CC(Cc2ccc(-c3ccccc3)cc2)NC1=O. Yields the product CCOC(=O)C(C)CC(N)Cc1ccc(-c2ccccc2)cc1. RXN SMILES: [CH3:26][CH2:27][OH:28].[S:21](=[O:22])(=[O:23])([OH:24])[OH:25].[c:1]1(-[c:15]2[cH:16][cH:17][cH:18][cH:19][cH:20]2)[cH:2][cH:3][c:4]([CH2:7][CH:8]2[CH2:9][CH:10]([CH3:14])[C:11](=[O:13])[NH:12]2)[cH:5][cH:6]1>>[c:1]1(-[c:15]2[cH:16][cH:17][cH:18][cH:19][cH:20]2)[cH:2][cH:3][c:4]([CH2:7][CH:8]([CH2:9][CH:10]([C:11](=[O:13])[O:28][CH2:27][CH3:26])[CH3:14])[NH2:12])[cH:5][cH:6]1. Starting materials: S(O)(O)(=O)=O (sulphuric acid), [N+](=O)(O)[O-] (nitric acid), FC(COC1=C(C=C(C(=O)OCC)C=C1)OC)(F)F (ethyl 4-(2,2,2-trifluoroethoxy)-3-methoxybenzoate). The solvent is ClCCl (dichloromethane), C(C)(=O)O (acetic acid), O (water). The product is C(C)OC(C1=CC(=C(C=C1[N+](=O)[O-])OCC(F)(F)F)OC)=O (ethyl-3-methoxy-4-(2,2,2-trifluoroethoxy)-6-nitrobenzoate). Isolated yield 52.9%. As a reaction SMILES: S(=O)(=O)(O)O.[N+:6]([O-:9])(O)=[O:7].[F:10][C:11]([F:28])([F:27])[CH2:12][O:13][C:14]1[CH:24]=[CH:23][C:17]([C:18]([O:20][CH2:21][CH3:22])=[O:19])=[CH:16][C:15]=1[O:25][CH3:26]>ClCCl.C(O)(=O)C.O>[CH2:21]([O:20][C:18](=[O:19])[C:17]1[C:23]([N+:6]([O-:9])=[O:7])=[CH:24][C:14]([O:13][CH2:12][C:11]([F:10])([F:27])[F:28])=[C:15]([O:25][CH3:26])[CH:16]=1)[CH3:22]. Procedure: Concentrated sulphuric acid (64 ml) and concentrated nitric acid (10.0 ml, 0.152 mol) were added cautiously, over 1 hour, to a two-phase system containing a stirred solution of ethyl 4-(2,2,2-trifluoroethoxy)-3-methoxybenzoate (35.3 g, 0.127 mol) in dichloromethane (340 ml), acetic acid (173 ml) and water (40 ml) at 5° C. The reaction was allowed to warm to ambient temperature over 60 hours (with vigorous mechanical stirring), the aqueous phase was separated, and the organic phase washed with wa... Reactants: C[O-], CCOC(=O)C1CCN(c2ncccc2Cl)CC1O, [Na+], O. The product is O=C(O)C1CCN(c2ncccc2Cl)CC1O. As a reaction SMILES: [CH3:20][O-:21].[Cl:1][c:2]1[c:3]([N:8]2[CH2:9][CH:10]([OH:19])[CH:11]([C:14](=[O:15])[O:16][CH2:17][CH3:18])[CH2:12][CH2:13]2)[n:4][cH:5][cH:6][cH:7]1.[Na+:22].[OH2:23]>>[Cl:1][c:2]1[c:3]([N:8]2[CH2:9][CH:10]([OH:19])[CH:11]([C:14](=[O:15])[OH:16])[CH2:12][CH2:13]2)[n:4][cH:5][cH:6][cH:7]1. Starting materials: BrCCCBr, Cc1cc(O)ccc1Cl, [Na+], [OH-], O. Yields the product Cc1cc(OCCCBr)ccc1Cl. As a reaction SMILES: [Br:10][CH2:11][CH2:12][CH2:13][Br:14].[Cl:1][c:2]1[c:3]([CH3:9])[cH:4][c:5]([OH:8])[cH:6][cH:7]1.[Na+:16].[OH-:15].[OH2:17]>>[Cl:1][c:2]1[c:3]([CH3:9])[cH:4][c:5]([O:8][CH2:13][CH2:12][CH2:11][Br:10])[cH:6][cH:7]1. Run at time 2 hour. The solvent is O (Water), CCCCCC (hexane), CS(=O)C (dimethylsulphoxide), O (water). Procedure: To a solution of isopropyl 4 -fluorophenylacetate (98.1 g) in dimethylsulphoxide (1.2 l) there are added carbon disulphide (38.0 g) and then, slowly, a solution of potassium hydroxide (84.9 ) in water (150 ml). The mixture is stirred for 2 hours at 40° and cooled to room temperature. cis-1,2-Dichloroethylene (50 g) is added very slowly and the mixture is stirred at 45° for 2 hours. Water (1.5 l) and hexane (1 l) are added, the two phases are separated and the aqueous solution is extracted with h... As a reaction SMILES: [F:1][C:2]1[CH:7]=[CH:6][C:5]([CH2:8][C:9]([O:11][CH:12]([CH3:14])[CH3:13])=[O:10])=[CH:4][CH:3]=1.[C:15](=[S:17])=[S:16].[OH-].[K+].Cl/[CH:21]=[CH:22]\Cl>CS(C)=O.O.CCCCCC>[S:16]1[CH:22]=[CH:21][S:17][C:15]1=[C:8]([C:5]1[CH:4]=[CH:3][C:2]([F:1])=[CH:7][CH:6]=1)[C:9]([O:11][CH:12]([CH3:14])[CH3:13])=[O:10] |f:2.3|. Yields the product S1C(SC=C1)=C(C(=O)OC(C)C)C1=CC=C(C=C1)F (isopropyl (1,3-dithiol-2-ylidene)-(4-fluorophenyl)-acetate). Starting materials: FC1=CC=C(C=C1)CC(=O)OC(C)C (isopropyl 4 -fluorophenylacetate), C(=S)=S (carbon disulphide), Cl\C=C/Cl (cis-1,2-Dichloroethylene), [OH-].[K+] (potassium hydroxide). Starting materials: CCCCP(CCCC)CCCC, Cc1cccc(C)c1O, CCOCC, O=C(N=NC(=O)N1CCCCC1)N1CCCCC1, C1CCOC1, COC(=O)c1ccc(CN2CCC(O)CC2)c(OC(C)C)c1. The product is COC(=O)c1ccc(CN2CCC(Oc3c(C)cccc3C)CC2)c(OC(C)C)c1. Reaction SMILES: [CH2:32]([P:33]([CH2:34][CH2:35][CH2:36][CH3:37])[CH2:38][CH2:39][CH2:40][CH3:41])[CH2:42][CH2:43][CH3:44].[CH3:23][c:24]1[c:25]([OH:31])[c:26]([CH3:30])[cH:27][cH:28][cH:29]1.[CH3:68][CH2:69][O:70][CH2:71][CH3:72].[N:45]([C:46]([N:47]1[CH2:48][CH2:49][CH2:50][CH2:51][CH2:52]1)=[O:53])=[N:54][C:55]([N:56]1[CH2:57][CH2:58][CH2:59][CH2:60][CH2:61]1)=[O:62].[O:63]1[CH2:64][CH2:65][CH2:66][CH2:67]1.[OH:1][CH:2]1[CH2:3][CH2:4][N:5]([CH2:8][c:9]2[c:10]([O:19][CH:20]([CH3:21])[CH3:22])[cH:11][c:12]([C:13](=[O:14])[O:15][CH3:16])[cH:17][cH:18]2)[CH2:6][CH2:7]1>>[O:1]([CH:2]1[CH2:3][CH2:4][N:5]([CH2:8][c:9]2[c:10]([O:19][CH:20]([CH3:21])[CH3:22])[cH:11][c:12]([C:13](=[O:14])[O:15][CH3:16])[cH:17][cH:18]2)[CH2:6][CH2:7]1)[c:25]1[c:24]([CH3:23])[cH:29][cH:28][cH:27][c:26]1[CH3:30].